This data is from the Open Reaction Database (ORD), a public repository of structured organic reaction records. The task is: describe an organic reaction: reactants, conditions, products, and yield Reactants: C(C1=CC=CC=C1)C1=C(C=CC(=C1)OC)CC(=O)O (2-benzyl-4-methoxyphenylacetic acid), pure material, C(C(=O)Cl)(=O)Cl (oxalyl chloride), C(C(=O)Cl)(=O)Cl (oxalyl chloride), CN(C)C=O (DMF), [Al+3].[Cl-].[Cl-].[Cl-] (AlCl3). Run in C(Cl)Cl (CH2Cl2), C(Cl)Cl (CH2Cl2), C(Cl)Cl (CH2Cl2). Conditions: time 16 hour. The product is COC=1C=CC2=C(CC3=C(C(C2)=O)C=CC=C3)C1 (10,11-Dihydro-3-methoxy-5H-dibenzo[a,d]cyclohepten-10-one). Yield: 92.0%. RXN SMILES: [CH2:1]([C:8]1[CH:13]=[C:12]([O:14][CH3:15])[CH:11]=[CH:10][C:9]=1[CH2:16][C:17]([OH:19])=O)[C:2]1[CH:7]=[CH:6][CH:5]=[CH:4][CH:3]=1.CN(C=O)C.C(Cl)(=O)C(Cl)=O.[Al+3].[Cl-].[Cl-].[Cl-]>C(Cl)Cl>[CH3:15][O:14][C:12]1[CH:11]=[CH:10][C:9]2[CH2:16][C:17](=[O:19])[C:7]3[CH:6]=[CH:5][CH:4]=[CH:3][C:2]=3[CH2:1][C:8]=2[CH:13]=1 |f:3.4.5.6|. Reported procedure: A solution of 2-benzyl-4-methoxyphenylacetic acid (215 g of crude material that contained 204.6 g (0.80 mole) of pure material) in CH2Cl2 (1 L) was stirred under argon at ambient temperature, and DMF (1 mL) was added, followed by oxalyl chloride (400 mL, 4.59 mole). The oxalyl chloride was added over 1 hr, dropwise initially to control the vigorous gas evolution. The solution was stirred for 16 h at ambient temperature and then was concentrated to give the crude acid chloride (207.7 g, 0.756 mol... Starting materials: C(C1=CC=CC=C1)OC(=O)C1=CC(=C2C=CC=CN12)NC(=O)N1[C@@H](CCC1)C(NC1=CC(=CC=C1)OC(F)(F)F)=O (1-{[(S)-2-(3-Trifluoromethoxy-phenylcarbamoyl)-pyrrolidine-1-carbonyl]-amino}-indolizine-3-carboxylic acid benzyl ester). The reagents and catalysts are [Pd] (Pd/C). Run in C1CCOC1 (THF). Reaction conditions: time 5 hour. Product: FC(OC=1C=C(C=CC1)NC(=O)[C@H]1N(CCC1)C(=O)NC=1C=C(N2C=CC=CC12)C(=O)O)(F)F (1-{[(S)-2-(3-Trifluoromethoxy-phenylcarbamoyl)-pyrrolidine-1-carbonyl]-amino}-indolizine-3-carboxylic acid). Reaction SMILES: C([O:8][C:9]([C:11]1[N:19]2[C:14]([CH:15]=[CH:16][CH:17]=[CH:18]2)=[C:13]([NH:20][C:21]([N:23]2[CH2:27][CH2:26][CH2:25][C@H:24]2[C:28](=[O:41])[NH:29][C:30]2[CH:35]=[CH:34][CH:33]=[C:32]([O:36][C:37]([F:40])([F:39])[F:38])[CH:31]=2)=[O:22])[CH:12]=1)=[O:10])C1C=CC=CC=1>C1COCC1.[Pd]>[F:40][C:37]([F:38])([F:39])[O:36][C:32]1[CH:31]=[C:30]([NH:29][C:28]([C@@H:24]2[CH2:25][CH2:26][CH2:27][N:23]2[C:21]([NH:20][C:13]2[CH:12]=[C:11]([C:9]([OH:10])=[O:8])[N:19]3[C:14]=2[CH:15]=[CH:16][CH:17]=[CH:18]3)=[O:22])=[O:41])[CH:35]=[CH:34][CH:33]=1. Procedure: To 1-{[(S)-2-(3-Trifluoromethoxy-phenylcarbamoyl)-pyrrolidine-1-carbonyl]-amino}-indolizine-3-carboxylic acid benzyl ester (100 mg, 0.177 mmol) dissolved in THF (3 mL) was added Pd/C 10% (20 mg). Air was removed from the flask under vacuum and replaced with nitrogen three times, finally nitrogen was removed and replaced with hydrogen and the mixture was stirred at RT for 5 h. Hydrogen was removed and replaced by nitrogen, the catalyst was removed by filtration through a pad of Celite and washed ...